From a dataset of the Open Reaction Database (ORD), a public repository of structured organic reaction records. describe an organic reaction: reactants, conditions, products, and yield Starting materials: C1COCCO1, CCO, Clc1ccc2c(Cl)nncc2c1, [Na+], [Na+], [Na+], O=C([O-])[O-], [OH-], Cc1ccccc1B(O)O. Yields the product Cc1ccccc1-c1nncc2cc(Cl)ccc12. As a reaction SMILES: [CH2:31]1[O:32][CH2:33][CH2:34][O:35][CH2:36]1.[CH3:37][CH2:38][OH:39].[Cl:1][c:2]1[n:3][n:4][cH:5][c:6]2[cH:7][c:8]([Cl:12])[cH:9][cH:10][c:11]12.[Na+:24].[Na+:25].[Na+:26].[O-:27][C:28](=[O:29])[O-:30].[OH-:23].[c:13]1([CH3:22])[c:14]([B:19]([OH:20])[OH:21])[cH:15][cH:16][cH:17][cH:18]1>>[c:2]1(-[c:14]2[c:13]([CH3:22])[cH:18][cH:17][cH:16][cH:15]2)[n:3][n:4][cH:5][c:6]2[cH:7][c:8]([Cl:12])[cH:9][cH:10][c:11]12.